Dataset: the Open Reaction Database (ORD), a public repository of structured organic reaction records. Task: describe an organic reaction: reactants, conditions, products, and yield The reactants are COC1=CC=C(C=C1)OCC1CO1 (glycidyl 4-methoxyphenyl ether), C(=O)(OC(C)(C)C)NCCN (Boc-ethylenediamine), CCO (EtOH). The product is C(C)(C)(C)OC(=O)NCCNCC(COC1=C(C=CC=C1)OC)O ((tert-butoxy)-N-(2-{[2-hydroxy-3-(2-methoxyphenoxy)propyl]amino}ethyl)carboxamide). RXN SMILES: CO[C:3]1[CH:8]=[CH:7][C:6]([O:9][CH2:10][CH:11]2[O:13][CH2:12]2)=[CH:5][CH:4]=1.[C:14]([NH:21][CH2:22][CH2:23][NH2:24])([O:16][C:17]([CH3:20])([CH3:19])[CH3:18])=[O:15].C[CH2:26][OH:27]>>[C:17]([O:16][C:14]([NH:21][CH2:22][CH2:23][NH:24][CH2:12][CH:11]([OH:13])[CH2:10][O:9][C:6]1[CH:5]=[CH:4][CH:3]=[CH:8][C:7]=1[O:27][CH3:26])=[O:15])([CH3:18])([CH3:19])[CH3:20]. Procedure details: Epoxide 6 (1.0 g, 5.5 mmol) and Boc-ethylenediamine (0.88 g, 5.5 mmol) were dissolved in 20 mL EtOH and the mixture was heated at reflux for 24 h. The solvent was evaporated and the residue was purified using column chromatography (1:1, Hex:EtOAc) to afford compound 11. The reactants are BrC1=NC(=CC(=C1[N+](=O)[O-])N)Br (2,6-dibromo-3-nitro-pyridin-4-ylamine), Cl (HCl), N(=O)[O-].[Na+] (sodium nitrite), O (water). Run at temperature 0 celsius, time 30 minute. Product: BrC1=NC(=CC(=C1[N+](=O)[O-])Cl)Br (2,6-dibromo-3-nitro-4-chloro pyridine). As a reaction SMILES: [Br:1][C:2]1[C:7]([N+:8]([O-:10])=[O:9])=[C:6](N)[CH:5]=[C:4]([Br:12])[N:3]=1.N([O-])=O.[Na+].O.[ClH:18]>>[Br:1][C:2]1[C:7]([N+:8]([O-:10])=[O:9])=[C:6]([Cl:18])[CH:5]=[C:4]([Br:12])[N:3]=1 |f:1.2|. Reported procedure: 2,6-dibromo-3-nitro-pyridin-4-ylamine (6.5 g, 21.9 mmol) was suspended in concentrated HCl (100 mL) and cooled to 0° C., then sodium nitrite (7.5 g, 109 mmol) was added. There mixture was stirred for 30 minutes then warmed to room temperature. 100 mL of cooled water were added and the mixture was extracted with 100 mL of ethyl acetate. The organic layer was washed with 100 mL of water, dried over magnesium sulphate and the solvent was removed in vacuo to give 5.8 g of 2,6-dibromo-3-nitro-4-chlor... Starting materials: S(=O)(Cl)Cl (thionyl chloride), COCC1=C(C=CC=C1)C(C(=O)O)=CC (α-(2-methoxymethylphenyl)-β-methylacrylic acid), N1=CC=CC=C1 (pyridine). Solvent: CCOCC (ether). Reaction conditions: temperature 20 celsius, time 3 hour. The product is COCC1=C(C=CC=C1)C(C(=O)Cl)=CC (α-(2-methoxymethylphenyl)-β-methylacrylic chloride). Yield: 96.4%. As a reaction SMILES: S(Cl)([Cl:3])=O.[CH3:5][O:6][CH2:7][C:8]1[CH:13]=[CH:12][CH:11]=[CH:10][C:9]=1[C:14](=[CH:18][CH3:19])[C:15](O)=[O:16].N1C=CC=CC=1>CCOCC>[CH3:5][O:6][CH2:7][C:8]1[CH:13]=[CH:12][CH:11]=[CH:10][C:9]=1[C:14](=[CH:18][CH3:19])[C:15]([Cl:3])=[O:16]. Procedure details: At 0° to 5° C., 3.7 g of thionyl chloride was dripped into 4.9 g (24 mmol) of α-(2-methoxymethylphenyl)-β-methylacrylic acid and 2.5 g of pyridine in 40 ml of ether. The mixture was stirred for 3 hours at about 20° C. After filtration, the residue was washed with diethyl ether. The filtrate was combined with the ether phase. After removal of the solvent, there was obtained 5.2 g (96.5%) of the title compound as a colorless oil. The crude product can be used for further reactions without any addi... Reactants: ( a ), OC1CCN(CC1)C\C=C\COC1=C(C=CC=C1)[N+](=O)[O-] (4-hydroxy-1-[4-(2-nitrophenoxy)-2(E)-butenyl]piperidine), C1(=CC=CC=C1)C(C=1SC=CC1)Cl (phenyl-2-thienylmethyl chloride), OC1CCN(CC1)C\C=C/COC1=C(C=CC=C1)[N+](=O)[O-] (4-hydroxy-1-[4-(2-nitrophenoxy)-2(Z)-butenyl]piperidine). Yields the product C1(=CC=CC=C1)C(OC1CCN(CC1)C\C=C/COC1=C(C=CC=C1)[N+](=O)[O-])C=1SC=CC1 (4-(phenyl-2-thienylmethoxy)-1-[4-(2-nitrophenoxy)-2(Z)-butenyl]piperidine). As a reaction SMILES: [C:1]1([CH:7](Cl)[C:8]2[S:9][CH:10]=[CH:11][CH:12]=2)[CH:6]=[CH:5][CH:4]=[CH:3][CH:2]=1.[OH:14][CH:15]1[CH2:20][CH2:19][N:18]([CH2:21]/[CH:22]=[CH:23]\[CH2:24][O:25][C:26]2[CH:31]=[CH:30][CH:29]=[CH:28][C:27]=2[N+:32]([O-:34])=[O:33])[CH2:17][CH2:16]1.OC1CCN(C/C=C/COC2C=CC=CC=2[N+]([O-])=O)CC1>>[C:1]1([CH:7]([C:8]2[S:9][CH:10]=[CH:11][CH:12]=2)[O:14][CH:15]2[CH2:16][CH2:17][N:18]([CH2:21]/[CH:22]=[CH:23]\[CH2:24][O:25][C:26]3[CH:31]=[CH:30][CH:29]=[CH:28][C:27]=3[N+:32]([O-:34])=[O:33])[CH2:19][CH2:20]2)[CH:6]=[CH:5][CH:4]=[CH:3][CH:2]=1. Procedure: The procedure of Example 39 (a) was repeated except for using phenyl-2-thienylmethyl chloride and 4-hydroxy-1-[4-(2-nitrophenoxy)-2(Z)-butenyl]piperidine instead of phenyl-2-thienylmethyl chloride and 4-hydroxy-1-[4-(2-nitrophenoxy)-2(E)-butenyl]piperidine to give oily 4-(phenyl-2-thienylmethoxy)-1-[4-(2-nitrophenoxy)-2(Z)-butenyl]piperidine. Starting materials: C1CCC2=NCCCN2CC1, CS(C)=O, Cc1ccc(C2OC(=O)NC2C)cc1, O=C=NC1CCCCO1, O. Product: Cc1ccc(C2OC(=O)N(C(=O)NC3CCCCO3)C2C)cc1. As a reaction SMILES: [CH2:28]1[CH2:29][CH2:30][C:31]2=[N:36][CH2:35][CH2:34][CH2:33][N:32]2[CH2:37][CH2:38]1.[CH3:1][S:2]([CH3:3])=[O:4].[CH3:5][CH:6]1[NH:7][C:8](=[O:18])[O:9][CH:10]1[c:11]1[cH:12][cH:13][c:14]([CH3:17])[cH:15][cH:16]1.[O:19]1[CH:20]([N:25]=[C:26]=[O:27])[CH2:21][CH2:22][CH2:23][CH2:24]1.[OH2:39]>>[CH3:5][CH:6]1[N:7]([C:26]([NH:25][CH:20]2[O:19][CH2:24][CH2:23][CH2:22][CH2:21]2)=[O:27])[C:8](=[O:18])[O:9][CH:10]1[c:11]1[cH:12][cH:13][c:14]([CH3:17])[cH:15][cH:16]1. The reactants are C(CC(O)(C(=O)O)CC(=O)O)(=O)O (citric acid), C(CCCCCC)C1CCC(O1)=O (5-heptyl-dihydro-furan-2-one), COC(OC)=O (dimethylcarbonate), [H-].[Na+] (sodium hydride). Reaction conditions: temperature 65 celsius. Yields the product COC(=O)C1C(OC(C1)CCCCCCC)=O (5-Heptyl-2-oxo-tetrahydro-furan-3-carboxylic acid methylester). Yield: 56.4%. As a reaction SMILES: [CH2:1]([CH:8]1[O:12][C:11](=[O:13])[CH2:10][CH2:9]1)[CH2:2][CH2:3][CH2:4][CH2:5][CH2:6][CH3:7].[CH3:14][O:15][C:16](=O)[O:17]C.[H-].[Na+].C(O)(=O)CC(CC(O)=O)(C(O)=O)O>>[CH3:14][O:15][C:16]([CH:10]1[CH2:9][CH:8]([CH2:1][CH2:2][CH2:3][CH2:4][CH2:5][CH2:6][CH3:7])[O:12][C:11]1=[O:13])=[O:17] |f:2.3|. Reported procedure: To a mixture of 203 g 5-heptyl-dihydro-furan-2-one and 390 g dimethylcarbonate was slowly added 40 g of sodium hydride. The temperature increased to 65° C. After the temperature returned to room temperature, the reaction mixture was poured into saturated citric acid and extracted with hexane. The organic layer was dried and evaporated to dryness. The residue was distilled to yield 150.5 g of a colourless liquid.